This data is from the Open Reaction Database (ORD), a public repository of structured organic reaction records. The task is: describe an organic reaction: reactants, conditions, products, and yield The reactants are CC(=C)C(=C)C (2,3-dimethylbutadiene), C(#CC(=O)OC)C(=O)OC (dimethyl acetylenedicarboxylate). Run in O (water). The product is CC=1CC(=C(CC1C)C(=O)OC)C(=O)OC (Dimethyl 4,5-dimethylcyclohexa-1,4-diene-1,2-dicarboxylate). Yield: 78.0%. Reaction SMILES: [CH3:1][C:2]([C:4]([CH3:6])=[CH2:5])=[CH2:3].[C:7]([C:13]([O:15][CH3:16])=[O:14])#[C:8][C:9]([O:11][CH3:12])=[O:10]>O>[CH3:3][C:2]1[CH2:1][C:7]([C:13]([O:15][CH3:16])=[O:14])=[C:8]([C:9]([O:11][CH3:12])=[O:10])[CH2:5][C:4]=1[CH3:6]. Reported procedure: 2,3-dimethylbutadiene (9.84 g, 0.12 mol) and dimethyl acetylenedicarboxylate (14.29, 0.1 mol) were stirred together in water (50 ml) at 60° C. for 24 hours. The emulsion was cooled to room temperature and filtered. The filtered solid was recrystallised from diethyl ether to give the title compound In 78% yield. N.m.r: δH (90 MHz, CDCl3) 3.70 (s,6H), 1.71 ppm (s,6H)